Dataset: the Open Reaction Database (ORD), a public repository of structured organic reaction records. Task: describe an organic reaction: reactants, conditions, products, and yield The reactants are ClCCl, Cc1ccnc(Nc2ncc(Sc3ccnc(C(=O)NCC4CCN(C(=O)OC(C)(C)C)CC4)c3F)s2)c1, O=C(O)C(F)(F)F. The product is Cc1ccnc(Nc2ncc(Sc3ccnc(C(=O)NCC4CCNCC4)c3F)s2)c1. RXN SMILES: [Cl:39][CH2:40][Cl:41].[F:1][c:2]1[c:3]([C:22](=[O:23])[NH:24][CH2:25][CH:26]2[CH2:27][CH2:28][N:29]([C:32]([O:33][C:34]([CH3:35])([CH3:36])[CH3:37])=[O:38])[CH2:30][CH2:31]2)[n:4][cH:5][cH:6][c:7]1[S:8][c:9]1[cH:10][n:11][c:12]([NH:14][c:15]2[n:16][cH:17][cH:18][c:19]([CH3:21])[cH:20]2)[s:13]1.[OH:42][C:43]([C:44]([F:45])([F:46])[F:47])=[O:48]>>[F:1][c:2]1[c:3]([C:22](=[O:23])[NH:24][CH2:25][CH:26]2[CH2:27][CH2:28][NH:29][CH2:30][CH2:31]2)[n:4][cH:5][cH:6][c:7]1[S:8][c:9]1[cH:10][n:11][c:12]([NH:14][c:15]2[n:16][cH:17][cH:18][c:19]([CH3:21])[cH:20]2)[s:13]1. Reactants: ClC=1C=C2C(C(=C(OC2=CC1O)C(=O)O)C1=CC=C(C=C1)OC)=O (6-Chloro-7-hydroxy-3-(4-methoxy-phenyl)-4-oxo-4H-chromene-2-carboxylic acid), O.NN (hydrazine hydrate). The reagents and catalysts are C(=O)(O)[O-].[Na+] (NaHCO3). Solvent: C(C)O (ethanol). Conditions: temperature 70 celsius. Yields the product ClC=1C(=CC(=C(C1)C=1C(=C(NN1)C(=O)O)C1=CC=C(C=C1)OC)O)O (5-(5-chloro-2,4-dihydroxy-phenyl)-4-(4-methoxy-phenyl)-2H-pyrazole-3-carboxylic acid). As a reaction SMILES: [Cl:1][C:2]1[CH:3]=[C:4]2[C:9](=[CH:10][C:11]=1[OH:12])[O:8][C:7]([C:13]([OH:15])=[O:14])=[C:6]([C:16]1[CH:21]=[CH:20][C:19]([O:22][CH3:23])=[CH:18][CH:17]=1)[C:5]2=O.O.[NH2:26][NH2:27]>C(O)C.C([O-])(O)=O.[Na+]>[Cl:1][C:2]1[C:11]([OH:12])=[CH:10][C:9]([OH:8])=[C:4]([C:5]2[C:6]([C:16]3[CH:21]=[CH:20][C:19]([O:22][CH3:23])=[CH:18][CH:17]=3)=[C:7]([C:13]([OH:15])=[O:14])[NH:26][N:27]=2)[CH:3]=1 |f:1.2,4.5|. Reported procedure: 6-Chloro-7-hydroxy-3-(4-methoxy-phenyl)-4-oxo-4H-chromene-2-carboxylic acid (1 eq) was taken up in ethanol and hydrazine hydrate (3 eq) was added. To aid dissolution a few drops of NaHCO3 (aq) was added, and then all was heated at 70° C. under nitrogen for 2 hours. The solution was cooled to room temperature and concentrated in vacuo to a brown oil. This was partitioned between 1M HCl (aq) and diethyl ether. The organic phases were combined, washed with 1M HCl (aq), dried over MgSO4, filtered an... Isolated yield 65.0%. Reaction SMILES: [F:1][C:2]([F:16])([F:15])[C:3]1[CH:4]=[C:5]([CH:9]2[CH2:14][CH2:13][NH:12][CH2:11][CH2:10]2)[CH:6]=[CH:7][CH:8]=1.[OH:17][C:18]1[CH:23]=[CH:22][C:21]([CH2:24][CH2:25]Cl)=[CH:20][CH:19]=1>>[F:16][C:2]([F:1])([F:15])[C:3]1[CH:4]=[C:5]([CH:9]2[CH2:10][CH2:11][N:12]([CH2:25][CH2:24][C:21]3[CH:22]=[CH:23][C:18]([OH:17])=[CH:19][CH:20]=3)[CH2:13][CH2:14]2)[CH:6]=[CH:7][CH:8]=1. The product is final product, FC(C=1C=C(C=CC1)C1CCN(CC1)CCC1=CC=C(C=C1)O)(F)F (4-{2-[4-(3-trifluoromethylphenyl)-piperidinyl]ethyl}phenol). The reactants are FC(C=1C=C(C=CC1)C1CCNCC1)(F)F (4-(3-trifluoromethylphenyl)piperidine), OC1=CC=C(C=C1)CCCl (2-(p-hydroxyphenyl)ethyl chloride). Reported procedure: The procedure described in Example 1 was repeated except that 4-(3-trifluoromethylphenyl)piperidine (the product of Preparation L) and 2-(p-hydroxyphenyl)ethyl chloride were the respective starting materials employed, using the same molar porportions as before. In this particular case, the corresponding final product obtained 4-{2-[4-(3-trifluoromethylphenyl)-piperidinyl]ethyl}phenol (yield, 65%), which was also converted to the hydrochloride salt. The pure base product was characterized by mean... Starting materials: O=C(O)C1CS(=O)(=O)CN1C(=O)c1ccccc1, CC(N)c1ccc(O)cc1, CN(C)C=O, C(=NC1CCCCC1)=NC1CCCCC1, O, On1nnc2ccccc21. The product is CC(NC(=O)C1CS(=O)(=O)CN1C(=O)c1ccccc1)c1ccc(O)cc1. Reaction SMILES: [C:37]([c:38]1[cH:39][cH:40][cH:41][cH:42][cH:43]1)(=[O:44])[N:45]1[CH2:46][S:47](=[O:53])(=[O:54])[CH2:48][CH:49]1[C:50](=[O:51])[OH:52].[CH3:1][CH:2]([c:3]1[cH:4][cH:5][c:6]([OH:9])[cH:7][cH:8]1)[NH2:10].[CH3:55][N:56]([CH3:57])[CH:58]=[O:59].[CH:22]1([N:23]=[C:24]=[N:25][CH:26]2[CH2:27][CH2:28][CH2:29][CH2:30][CH2:31]2)[CH2:32][CH2:33][CH2:34][CH2:35][CH2:36]1.[OH2:11].[OH:12][n:13]1[c:14]2[cH:15][cH:16][cH:17][cH:18][c:19]2[n:20][n:21]1>>[CH3:1][CH:2]([c:3]1[cH:4][cH:5][c:6]([OH:9])[cH:7][cH:8]1)[NH:10][C:50]([CH:49]1[N:45]([C:37]([c:38]2[cH:39][cH:40][cH:41][cH:42][cH:43]2)=[O:44])[CH2:46][S:47](=[O:53])(=[O:54])[CH2:48]1)=[O:51]. Reactants: C(C(=O)O)(=O)O (oxalic acid), ClC=1C=CC2=C(C(=NCC(N2)=C[N+](=O)[O-])C2=C(C=CC=C2)F)C1 (7-chloro-1,3-dihydro-5-(2-fluorophenyl)-2-nitromethylene-2H-1,4-benzodiazepine), compound 4b, [BH4-].[Na+] (sodium borohydride). Run in O (water), O (Water), C(C)(C)O (i-propyl alcohol), C1CCOC1 (THF). Conditions: time 2 hour. Yields the product ClC=1C=CC2=C(C(=[N+](CC(N2)CN)[O-])C2=C(C=CC=C2)F)C1 (7-Chloro-5-(2-fluorophenyl)-2,3-dihydro-1H-1,4-benzodiazepine-2-methanamine-4-oxide). RXN SMILES: [Cl:1][C:2]1[CH:3]=[CH:4][C:5]2[NH:11][C:10](=[CH:12][N+:13]([O-])=O)[CH2:9][N:8]=[C:7]([C:16]3[CH:21]=[CH:20][CH:19]=[CH:18][C:17]=3[F:22])[C:6]=2[CH:23]=1.[BH4-].[Na+].C(O)(=O)C(O)=[O:28]>O.C(O)(C)C.C1COCC1>[Cl:1][C:2]1[CH:3]=[CH:4][C:5]2[NH:11][CH:10]([CH2:12][NH2:13])[CH2:9][N+:8]([O-:28])=[C:7]([C:16]3[CH:21]=[CH:20][CH:19]=[CH:18][C:17]=3[F:22])[C:6]=2[CH:23]=1 |f:1.2|. Procedure: To 7-chloro-1,3-dihydro-5-(2-fluorophenyl)-2-nitromethylene-2H-1,4-benzodiazepine (IV, J. Heterocyclic Chem., 13, 433 (1976)--compound 4b, 40 g, 115 mmol) and sodium borohydride (6.68 g, 176 mmol, 10 mesh) is added THF (100 ml) and i-propyl alcohol (50 ml). The resulting slurry is treated with a slow addition of water (3.1 ml, 176 mmol) while the temperature is maintained at about 23°. The reaction mixture is stirred for 2 hr. Water (9.3 ml) is added slowly to quench the reaction mixture. Methan...